The task is: describe an organic reaction: reactants, conditions, products, and yield. This data is from the Open Reaction Database (ORD), a public repository of structured organic reaction records. Reactants: [Al+3], C1CCOC1, CNC(=O)c1cc2cc(Cl)ccc2n1C, [H-], [H-], [H-], [H-], [Li+]. The product is CNCc1cc2cc(Cl)ccc2n1C. RXN SMILES: [Al+3:17].[CH2:22]1[O:23][CH2:24][CH2:25][CH2:26]1.[CH3:1][NH:2][C:3](=[O:4])[c:5]1[n:6]([CH3:15])[c:7]2[cH:8][cH:9][c:10]([Cl:14])[cH:11][c:12]2[cH:13]1.[H-:16].[H-:19].[H-:20].[H-:21].[Li+:18]>>[CH3:1][NH:2][CH2:3][c:5]1[n:6]([CH3:15])[c:7]2[cH:8][cH:9][c:10]([Cl:14])[cH:11][c:12]2[cH:13]1. Reactants: C1(=CC=CC=C1)B(O)O (phenylboronic acid), BrC1=CC=CC(=N1)CC1=C(N=C(C2=CC(=C(C=C12)OC)OC)C)O (4-((6-bromopyridin-2-yl)methyl)-6,7-dimethoxy-1-methylisoquinolin-3-ol), BrC1=CC=CC(=N1)CC1=C(N=C(C2=CC(=C(C=C12)OC)OC)C)O (4-((6-Bromopyridin-2-yl)methyl)-6,7-dimethoxy-1-methylisoquinolin-3-ol), C(=O)([O-])[O-].[Na+].[Na+] (Na2CO3), O (H2O). Reagents/catalysts: Cl[Pd]([P](C1=CC=CC=C1)(C2=CC=CC=C2)C3=CC=CC=C3)([P](C4=CC=CC=C4)(C5=CC=CC=C5)C6=CC=CC=C6)Cl (Pd(PPh3)2Cl2). Run in CCO (EtOH), C(OC)COC (dimethoxyethane), CCOC(=O)C (EtOAc). Yields the product COC=1C=C2C(=C(N=C(C2=CC1OC)C)O)CC1=NC(=CC=C1)C1=CC=CC=C1 (6,7-dimethoxy-1-methyl-4-((6-phenylpyridin-2-yl)methyl)isoquinolin-3-ol). As a reaction SMILES: Br[C:2]1[N:7]=[C:6]([CH2:8][C:9]2[C:18]3[C:13](=[CH:14][C:15]([O:21][CH3:22])=[C:16]([O:19][CH3:20])[CH:17]=3)[C:12]([CH3:23])=[N:11][C:10]=2[OH:24])[CH:5]=[CH:4][CH:3]=1.[C:25]1(B(O)O)[CH:30]=[CH:29][CH:28]=[CH:27][CH:26]=1.C([O-])([O-])=O.[Na+].[Na+].O>CCO.CCOC(C)=O.Cl[Pd](Cl)([P](C1C=CC=CC=1)(C1C=CC=CC=1)C1C=CC=CC=1)[P](C1C=CC=CC=1)(C1C=CC=CC=1)C1C=CC=CC=1.C(COC)OC>[CH3:20][O:19][C:16]1[CH:17]=[C:18]2[C:13](=[CH:14][C:15]=1[O:21][CH3:22])[C:12]([CH3:23])=[N:11][C:10]([OH:24])=[C:9]2[CH2:8][C:6]1[CH:5]=[CH:4][CH:3]=[C:2]([C:25]2[CH:30]=[CH:29][CH:28]=[CH:27][CH:26]=2)[N:7]=1 |f:2.3.4,^1:52,71|. Procedure: To a stirred solution of 4-((6-bromopyridin-2-yl)methyl)-6,7-dimethoxy-1-methylisoquinolin-3-ol CCH 34150 (59 mg, 152 μmol) in absolute EtOH (0.9 mL) in a 20 mL microwave vial equipped with a magnetic stirrer were added phenylboronic acid (18 mg, 148 μmol), Pd(PPh3)2Cl2 (10 mg, 14 μmol), a 2 N aq. Na2CO3 solution (0.30 mL, 0.60 mmol), H2O (2.7 mL) and dimethoxyethane (3.5 mL) and the resulting mixture was stirred at 140° C. for 25 min. After cooling to RT, the mixture was diluted with EtOAc (30 ...